Task: describe an organic reaction: reactants, conditions, products, and yield. Dataset: the Open Reaction Database (ORD), a public repository of structured organic reaction records Starting materials: C1CCOC1, CO, COC(=O)c1sccc1NC(=O)c1cc(F)c(Cl)cc1F, [Na+], [OH-]. Product: O=C(Nc1ccsc1C(=O)O)c1cc(F)c(Cl)cc1F. Reaction SMILES: [CH2:26]1[O:27][CH2:28][CH2:29][CH2:30]1.[CH3:22][OH:23].[Cl:1][c:2]1[cH:3][c:4]([F:21])[c:5]([C:6](=[O:7])[NH:8][c:9]2[c:10]([C:14](=[O:15])[O:16][CH3:17])[s:11][cH:12][cH:13]2)[cH:18][c:19]1[F:20].[Na+:25].[OH-:24]>>[Cl:1][c:2]1[cH:3][c:4]([F:21])[c:5]([C:6](=[O:7])[NH:8][c:9]2[c:10]([C:14](=[O:15])[OH:16])[s:11][cH:12][cH:13]2)[cH:18][c:19]1[F:20]. Reaction SMILES: [C:1]([O:2][C:3](=[O:4])[NH:8][CH2:9][CH:10]1[N:11]([C:15](=[O:16])[c:17]2[c:18]([Cl:43])[cH:19][c:20]([C:21](=[O:22])[NH:23][CH:24]([CH2:25][c:26]3[n:27][cH:28][nH:29][cH:30]3)[c:31]3[n:32][c:33]4[c:34]([nH:35]3)[cH:36][cH:37][c:38]([Cl:40])[cH:39]4)[cH:41][cH:42]2)[CH2:12][CH2:13][CH2:14]1)([CH3:5])([CH3:6])[CH3:7].[CH3:52][OH:53].[Cl:51].[Cl:54][CH2:55][Cl:56].[OH:44][C:45]([C:46]([F:47])([F:48])[F:49])=[O:50]>>[NH2:8][CH2:9][CH:10]1[N:11]([C:15](=[O:16])[c:17]2[c:18]([Cl:43])[cH:19][c:20]([C:21](=[O:22])[NH:23][CH:24]([CH2:25][c:26]3[n:27][cH:28][nH:29][cH:30]3)[c:31]3[n:32][c:33]4[c:34]([nH:35]3)[cH:36][cH:37][c:38]([Cl:40])[cH:39]4)[cH:41][cH:42]2)[CH2:12][CH2:13][CH2:14]1. Product: NCC1CCCN1C(=O)c1ccc(C(=O)NC(Cc2c[nH]cn2)c2nc3cc(Cl)ccc3[nH]2)cc1Cl. The reactants are CC(C)(C)OC(=O)NCC1CCCN1C(=O)c1ccc(C(=O)NC(Cc2c[nH]cn2)c2nc3cc(Cl)ccc3[nH]2)cc1Cl, CO, Cl, ClCCl, O=C(O)C(F)(F)F. Starting materials: O=C(O)Cc1ccccc1Nc1c(Cl)cccc1Cl, CCN(Cc1cc(C(=O)C(O)C(O)C(O)C(O)C(O)CO)cc(Br)c1N)C1CCCCC1. Yields the product CCN(Cc1cc(C(=O)C(O)C(O)C(O)C(O)C(O)C(O)C(=O)Cc2ccccc2Nc2c(Cl)cccc2Cl)cc(Br)c1N)C1CCCCC1. Reaction SMILES: [Cl:33][c:34]1[c:35]([NH:41][c:42]2[c:43]([CH2:48][C:49](=[O:50])[OH:51])[cH:44][cH:45][cH:46][cH:47]2)[c:36]([Cl:40])[cH:37][cH:38][cH:39]1.[NH2:1][c:2]1[c:3]([Br:32])[cH:4][c:5]([C:6](=[O:7])[CH:8]([CH:9]([OH:10])[CH:11]([OH:12])[CH:13]([OH:14])[CH:15]([OH:16])[CH2:17][OH:18])[OH:19])[cH:20][c:21]1[CH2:22][N:23]([CH2:24][CH3:25])[CH:26]1[CH2:27][CH2:28][CH2:29][CH2:30][CH2:31]1>>[NH2:1][c:2]1[c:3]([Br:32])[cH:4][c:5]([C:6](=[O:7])[CH:8]([CH:9]([OH:10])[CH:11]([OH:12])[CH:13]([OH:14])[CH:15]([OH:16])[CH:17]([OH:18])[C:49]([CH2:48][c:43]2[c:42]([NH:41][c:35]3[c:34]([Cl:33])[cH:39][cH:38][cH:37][c:36]3[Cl:40])[cH:47][cH:46][cH:45][cH:44]2)=[O:50])[OH:19])[cH:20][c:21]1[CH2:22][N:23]([CH2:24][CH3:25])[CH:26]1[CH2:27][CH2:28][CH2:29][CH2:30][CH2:31]1. The reactants are CC(C)c1cc(-c2ccc(F)c3ccccc23)nc(N(S(C)(=O)=O)S(C)(=O)=O)n1, CO, [Na+], [OH-]. The product is CC(C)c1cc(-c2ccc(F)c3ccccc23)nc(NS(C)(=O)=O)n1. RXN SMILES: [CH3:1][S:2](=[O:3])(=[O:4])[N:5]([c:6]1[n:7][c:8]([CH:23]([CH3:24])[CH3:25])[cH:9][c:10](-[c:12]2[cH:13][cH:14][c:15]([F:22])[c:16]3[cH:17][cH:18][cH:19][cH:20][c:21]23)[n:11]1)[S:26]([CH3:27])(=[O:28])=[O:29].[CH3:32][OH:33].[Na+:31].[OH-:30]>>[CH3:1][S:2](=[O:3])(=[O:4])[NH:5][c:6]1[n:7][c:8]([CH:23]([CH3:24])[CH3:25])[cH:9][c:10](-[c:12]2[cH:13][cH:14][c:15]([F:22])[c:16]3[cH:17][cH:18][cH:19][cH:20][c:21]23)[n:11]1.